Task: describe an organic reaction: reactants, conditions, products, and yield. Dataset: the Open Reaction Database (ORD), a public repository of structured organic reaction records As a reaction SMILES: COC[O:4][C:5]1[CH:6]=[C:7](B(O)O)[CH:8]=[CH:9][CH:10]=1.I[C:15]1[CH:16]=[C:17]([CH:23]=[CH:24][CH:25]=1)[C:18]([O:20][CH2:21][CH3:22])=[O:19]>>[OH:4][C:5]1[CH:6]=[C:7]([C:24]2[CH:25]=[CH:15][CH:16]=[C:17]([C:18]([O:20][CH2:21][CH3:22])=[O:19])[CH:23]=2)[CH:8]=[CH:9][CH:10]=1. Product: OC=1C=C(C=CC1)C1=CC(=CC=C1)C(=O)OCC (Ethyl 3′-hydroxybiphenyl-3-carboxylate). Reported procedure: In a manner similar to that of Example 1(h), by reaction of 2 g (13.3 mmol) of 3-methoxymethoxyphenylboronic acid with 1.83 mL (11 mmol) of ethyl 3-iodobenzoate, 1.9 g (72%) of the expected ethyl ester are obtained. Starting materials: COCOC=1C=C(C=CC1)B(O)O (3-methoxymethoxyphenylboronic acid), IC=1C=C(C(=O)OCC)C=CC1 (ethyl 3-iodobenzoate), ethyl ester. The reactants are CI, CN(C)C=O, C=CCSCC(=C1NCCN1Cc1ccc(Cl)nc1)[N+](=O)[O-], [H-], [H][H], [Na+]. Yields the product C=CCSCC(=C1N(C)CCN1Cc1ccc(Cl)nc1)[N+](=O)[O-]. RXN SMILES: [CH3:27][I:28].[CH3:29][N:30]([CH3:31])[CH:32]=[O:33].[Cl:1][c:2]1[cH:3][cH:4][c:5]([CH2:8][N:9]2[C:10](=[C:14]([CH2:15][S:16][CH2:17][CH:18]=[CH2:19])[N+:20](=[O:21])[O-:22])[NH:11][CH2:12][CH2:13]2)[cH:6][n:7]1.[H-:23].[H:25][H:26].[Na+:24]>>[Cl:1][c:2]1[cH:3][cH:4][c:5]([CH2:8][N:9]2[C:10](=[C:14]([CH2:15][S:16][CH2:17][CH:18]=[CH2:19])[N+:20](=[O:21])[O-:22])[N:11]([CH3:27])[CH2:12][CH2:13]2)[cH:6][n:7]1. The reactants are CCOC(=O)C(Cc1ccnc(C#N)c1)OC(C)C, C, CCO, Cl, [H][H], [Pd]. Yields the product CCOC(=O)C(Cc1ccnc(CN)c1)OC(C)C, Cl. Reaction SMILES: [C:1](#[N:2])[c:3]1[n:4][cH:5][cH:6][c:7]([CH2:9][CH:10]([C:11](=[O:12])[O:13][CH2:14][CH3:15])[O:16][CH:17]([CH3:18])[CH3:19])[cH:8]1.[C:26].[CH3:23][CH2:24][OH:25].[ClH:20].[H:21][H:22].[Pd:27]>>[CH2:1]([NH2:2])[c:3]1[n:4][cH:5][cH:6][c:7]([CH2:9][CH:10]([C:11](=[O:12])[O:13][CH2:14][CH3:15])[O:16][CH:17]([CH3:18])[CH3:19])[cH:8]1.[ClH:20]. Starting materials: C(C)(=O)N1C=C(C2=CC(=CC=C12)Cl)OC(C)=O (1-acetyl-5-chloro-3-acetoxyindole), S(=O)([O-])[O-].[Na+].[Na+] (sodium sulfite). Run in O (water). Reaction conditions: temperature 80 celsius. Product: C(C)(=O)N1C=C(C2=CC(=CC=C12)Cl)O (1-acetyl-5-chloro-3-hydroxyindole). Yield: 66.1%. As a reaction SMILES: [C:1]([N:4]1[C:12]2[C:7](=[CH:8][C:9]([Cl:13])=[CH:10][CH:11]=2)[C:6]([O:14]C(=O)C)=[CH:5]1)(=[O:3])[CH3:2].S([O-])([O-])=O.[Na+].[Na+]>O>[C:1]([N:4]1[C:12]2[C:7](=[CH:8][C:9]([Cl:13])=[CH:10][CH:11]=2)[C:6]([OH:14])=[CH:5]1)(=[O:3])[CH3:2] |f:1.2.3|. Reported procedure: 1-acetyl-5-chloro-3-acetoxyindole (1.0 g, 3.97 mmol) and sodium sulfite (1.0 g, 7.94 mmol) were mixed in 20 ml water. After heated for 3 hours at 80° C., the reaction mixture was cooled down to room temperature, and then extracted with ethyl acetate (50 ml×2). The combined organic phases were dried and evaporated to obtain a solid as white needles (1-acetyl-5-chloro-3-hydroxyindole) (0.55 g, yield: 66%; mp: 186-188° C.). Starting materials: CO, CC(CCCCCCCCCCNC(=O)OCc1ccccc1)NCC(O)c1ccc(O)c(NC=O)c1, [H][H], [Pd]. The product is CC(CCCCCCCCCCN)NCC(O)c1ccc(O)c(NC=O)c1. RXN SMILES: [CH3:40][OH:41].[CH:1](=[O:2])[NH:3][c:4]1[cH:5][c:6]([CH:11]([CH2:12][NH:13][CH:14]([CH2:15][CH2:16][CH2:17][CH2:18][CH2:19][CH2:20][CH2:21][CH2:22][CH2:23][CH2:24][NH:25][C:26](=[O:27])[O:28][CH2:29][c:30]2[cH:31][cH:32][cH:33][cH:34][cH:35]2)[CH3:36])[OH:37])[cH:7][cH:8][c:9]1[OH:10].[H:38][H:39].[Pd:42]>>[CH:1](=[O:2])[NH:3][c:4]1[cH:5][c:6]([CH:11]([CH2:12][NH:13][CH:14]([CH2:15][CH2:16][CH2:17][CH2:18][CH2:19][CH2:20][CH2:21][CH2:22][CH2:23][CH2:24][NH2:25])[CH3:36])[OH:37])[cH:7][cH:8][c:9]1[OH:10].